Task: describe an organic reaction: reactants, conditions, products, and yield. Dataset: the Open Reaction Database (ORD), a public repository of structured organic reaction records The reactants are CC#N, CC(=O)Cl, CSC(=N[N+](=O)[O-])NCc1ccc(Cl)nc1, c1ccncc1. Product: CSC(=N[N+](=O)[O-])N(Cc1ccc(Cl)nc1)C(C)=O. As a reaction SMILES: [CH3:17][C:18]#[N:19].[CH3:20][C:21]([Cl:22])=[O:23].[Cl:1][c:2]1[cH:3][cH:4][c:5]([CH2:8][NH:9][C:10]([S:11][CH3:12])=[N:13][N+:14](=[O:15])[O-:16])[cH:6][n:7]1.[cH:24]1[cH:25][cH:26][n:27][cH:28][cH:29]1>>[Cl:1][c:2]1[cH:3][cH:4][c:5]([CH2:8][N:9]([C:10]([S:11][CH3:12])=[N:13][N+:14](=[O:15])[O-:16])[C:21]([CH3:20])=[O:23])[cH:6][n:7]1.